This data is from the Open Reaction Database (ORD), a public repository of structured organic reaction records. The task is: describe an organic reaction: reactants, conditions, products, and yield Starting materials: C1CCOC1, CCN(C(C)C)C(C)C, O=C(Cl)c1cc2[nH]c(-c3c(Cl)cccc3Cl)nc2c(F)c1F, Nc1ccc2ccccc2n1. Yields the product O=C(Nc1ccc2ccccc2n1)c1cc2[nH]c(-c3c(Cl)cccc3Cl)nc2c(F)c1F. RXN SMILES: [CH2:43]1[O:44][CH2:45][CH2:46][CH2:47]1.[CH:34]([N:35]([CH2:36][CH3:37])[CH:38]([CH3:39])[CH3:40])([CH3:41])[CH3:42].[Cl:1][c:2]1[c:3](-[c:9]2[nH:10][c:11]3[c:12]([n:13]2)[c:14]([F:22])[c:15]([F:21])[c:16]([C:18](=[O:19])[Cl:20])[cH:17]3)[c:4]([Cl:8])[cH:5][cH:6][cH:7]1.[n:23]1[c:24]([NH2:33])[cH:25][cH:26][c:27]2[cH:28][cH:29][cH:30][cH:31][c:32]12>>[Cl:1][c:2]1[c:3](-[c:9]2[nH:10][c:11]3[c:12]([n:13]2)[c:14]([F:22])[c:15]([F:21])[c:16]([C:18](=[O:19])[NH:33][c:24]2[n:23][c:32]4[c:27]([cH:26][cH:25]2)[cH:28][cH:29][cH:30][cH:31]4)[cH:17]3)[c:4]([Cl:8])[cH:5][cH:6][cH:7]1. Reactants: CN1CC2=C(C(CC1)O)C=CC(=C2)C=2N=NC=CC2 ((−)-2-methyl-8-(pyridazin-3-yl)-2,3,4,5-tetrahydro-1H-benzo[c]azepin-5-ol), ClC1=CC=C(C=C1)O (4-chlorophenol), C(=O)(O)C(O)C(O)C(=O)O.ClC1=CC=C(C=C1)C1C2=C(CNCC1)C=C(C=C2)C=2N=NC=CC2 ((+)-5-(4-Chlorophenyl)-8-(pyridazin-3-yl)-2,3,4,5-tetrahydro-1H-benzo[c]azepine, tartrate salt). The product is C(=O)(O)C(O)C(O)C(=O)O.ClC1=CC=C(OC2C3=C(CN(CC2)C)C=C(C=C3)C=3N=NC=CC3)C=C1 ((+)-5-(4-chlorophenoxy)-2-methyl-8-(pyridazin-3-yl)-2,3,4,5-tetrahydro-1H-benzo[c]azepine, tartrate salt). Reaction SMILES: [CH3:1][N:2]1[CH2:8][CH2:7][CH:6]([OH:9])[C:5]2[CH:10]=[CH:11][C:12]([C:14]3[N:15]=[N:16][CH:17]=[CH:18][CH:19]=3)=[CH:13][C:4]=2[CH2:3]1.[Cl:20][C:21]1[CH:26]=[CH:25][C:24](O)=[CH:23][CH:22]=1.[C:28]([CH:31]([CH:33]([C:35]([OH:37])=[O:36])[OH:34])[OH:32])([OH:30])=[O:29].ClC1C=CC(C2CCNCC3C=C(C4N=NC=CC=4)C=CC2=3)=CC=1>>[C:28]([CH:31]([CH:33]([C:35]([OH:37])=[O:36])[OH:34])[OH:32])([OH:30])=[O:29].[Cl:20][C:21]1[CH:26]=[CH:25][C:24]([O:9][CH:6]2[CH2:7][CH2:8][N:2]([CH3:1])[CH2:3][C:4]3[CH:13]=[C:12]([C:14]4[N:15]=[N:16][CH:17]=[CH:18][CH:19]=4)[CH:11]=[CH:10][C:5]2=3)=[CH:23][CH:22]=1 |f:2.3,4.5|. Procedure details: This compound was prepared from (−)-2-methyl-8-(pyridazin-3-yl)-2,3,4,5-tetrahydro-1H-benzo[c]azepin-5-ol from Step H in Example 1 and 4-chlorophenol, following the procedures of Steps J and K in Example 1. (+)-5-(4-Chlorophenyl)-8-(pyridazin-3-yl)-2,3,4,5-tetrahydro-1H-benzo[c]azepine, tartrate salt (AUC HPLC>99%) is a white solid: mp 106-108° C.; 1H NMR (CD3OD, 500 MHz) δ 9.18 (d, J=5.0 Hz, 1H), 8.20-8.17 (m, 2H), 8.07 (d, J=8.0 Hz, 1H), 7.80 (dd, J=8.7, 3.8 Hz, 1H), 7.66 (d, J=7.9 Hz, 1H), 7.... Starting materials: [Na] (sodium), OC1(C2=CC=CC=C2C2=NC=CC=C21)C(=O)O (5-hydroxy-5H-indeno[1,2-b]pyridine-5-carboxylic acid), CO (methanol), CO (methanol), S([O-])(O)=O.[Na+] (sodium bisulfite), O=O (oxygen). Run in O (water). Reaction conditions: time 1 hour. The product is COC(=O)C1(C2=CC=CC=C2C2=NC=CC=C21)O (5-Hydroxy-5H-indeno[1,2-b]pyridine-5-carboxylic acid methyl ester). As a reaction SMILES: [Na].[OH:2][C:3]1([C:16]([OH:18])=[O:17])[C:15]2[C:10](=[N:11][CH:12]=[CH:13][CH:14]=2)[C:9]2[C:4]1=[CH:5][CH:6]=[CH:7][CH:8]=2.O=O.S(=O)(O)[O-].[Na+].[CH3:26]O>O>[CH3:26][O:17][C:16]([C:3]1([OH:2])[C:15]2[C:10](=[N:11][CH:12]=[CH:13][CH:14]=2)[C:9]2[C:4]1=[CH:5][CH:6]=[CH:7][CH:8]=2)=[O:18] |f:3.4,^1:0|. Reported procedure: To a stirred solution of sodium (1.1 eq, 60.1 mmol. 1.38 g) in 150 mL dry methanol was added a solution of 5-hydroxy-5H-indeno[1,2-b]pyridine-5-carboxylic acid methol ester (22) (12.3 g, 54.6 mmol) in 50 mL dry methanol. The solution was cooled in ice and, after 15 min., a flow of dry oxygen was begun and continued for 1 h. Then the reaction mixture was poured into a solution of 12 g sodium bisulfite in 200 mL water. After 30 min. the mixture was evaporated to dryness. The resulting solid was tr... Product: ClCC1C(C(N1)=O)NC(C(=NOC(C1=CC=CC=C1)(C1=CC=CC=C1)C1=CC=CC=C1)C=1N=C(SC1)NC(C1=CC=CC=C1)(C1=CC=CC=C1)C1=CC=CC=C1)=O (4-chloromethyl-3-[2-(2-tritylamino-4-thiazolyl)-2-trityloxyimino-acetamido]-2-oxo-azetidine). Reaction SMILES: [C:1]([NH:20][C:21]1[S:22][CH:23]=[C:24]([C:26](=[N:30][O:31][C:32]([C:45]2[CH:50]=[CH:49][CH:48]=[CH:47][CH:46]=2)([C:39]2[CH:44]=[CH:43][CH:42]=[CH:41][CH:40]=2)[C:33]2[CH:38]=[CH:37][CH:36]=[CH:35][CH:34]=2)[C:27](O)=[O:28])[N:25]=1)([C:14]1[CH:19]=[CH:18][CH:17]=[CH:16][CH:15]=1)([C:8]1[CH:13]=[CH:12][CH:11]=[CH:10][CH:9]=1)[C:2]1[CH:7]=[CH:6][CH:5]=[CH:4][CH:3]=1.[Na].S(Cl)(C1C=CC(C)=CC=1)(=O)=O.Cl.[Cl:64][CH2:65][CH:66]1[NH:69][C:68](=[O:70])[CH:67]1[NH2:71].O>C(Cl)Cl.C(N(CC)CC)C>[Cl:64][CH2:65][CH:66]1[NH:69][C:68](=[O:70])[CH:67]1[NH:71][C:27](=[O:28])[C:26]([C:24]1[N:25]=[C:21]([NH:20][C:1]([C:14]2[CH:19]=[CH:18][CH:17]=[CH:16][CH:15]=2)([C:8]2[CH:9]=[CH:10][CH:11]=[CH:12][CH:13]=2)[C:2]2[CH:3]=[CH:4][CH:5]=[CH:6][CH:7]=2)[S:22][CH:23]=1)=[N:30][O:31][C:32]([C:45]1[CH:50]=[CH:49][CH:48]=[CH:47][CH:46]=1)([C:39]1[CH:40]=[CH:41][CH:42]=[CH:43][CH:44]=1)[C:33]1[CH:34]=[CH:35][CH:36]=[CH:37][CH:38]=1 |f:0.1,3.4,^1:50|. Procedure details: A mixture of 1.527 g of the syn isomer of sodium 2-(2-tritylamino-4-thiazolyl)-2-trityloxyimino-acetic acid, 419 mg of tosyl chloride and 15 ml of methylene chloride was stirred for 40 minutes and then a solution of 342 mg of 4-chloromethyl-3-amino-2-oxo-azetidine hydrochloride in 15 ml of methylene chloride and 0.6 ml of triethylamine was added thereto. The mixture was stirred for 2 hours and water was added thereto with stirring. The decanted aqueous phase was extracted with methylene chloride... The solvent is C(Cl)Cl (methylene chloride), C(Cl)Cl (methylene chloride), C(C)N(CC)CC (triethylamine). Starting materials: C(C1=CC=CC=C1)(C1=CC=CC=C1)(C1=CC=CC=C1)NC=1SC=C(N1)C(C(=O)O)=NOC(C1=CC=CC=C1)(C1=CC=CC=C1)C1=CC=CC=C1.[Na] (sodium 2-(2-tritylamino-4-thiazolyl)-2-trityloxyimino-acetic acid), S(=O)(=O)(C1=CC=C(C)C=C1)Cl (tosyl chloride), O (water), Cl.ClCC1C(C(N1)=O)N (4-chloromethyl-3-amino-2-oxo-azetidine hydrochloride). Run at time 40 minute. Reactants: C(C)(C)(C)OC(=O)N1CCC2=C(CC1)C=CC(=C2)NC2=NN1C(C(=CC=C1)C1=C(C=CC(=C1)C(F)F)OCC(F)F)=N2 (7-{8-[2-(2,2-difluoro-ethoxy)-5-difluoromethyl-phenyl]-[1,2,4]triazolo[1,5-a]pyridin-2-ylamino}-1,2,4,5-tetrahydro-3-benzazepine-3-carboxylic acid tert-butyl ester), FC(C(=O)O)(F)F (trifluoroacetic acid). Product: FC(COC1=C(C=C(C=C1)C(F)F)C=1C=2N(C=CC1)N=C(N2)NC2=CC1=C(CCNCC1)C=C2)F ({8-[2-(2,2-Difluoro-ethoxy)-5-difluoromethyl-phenyl]-[1,2,4]triazolo[1,5-a]pyridin-2-yl}-(2,3,4,5-tetrahydro-1H-3-benzazepin-7yl)-amine), product. Reaction SMILES: C(OC([N:8]1[CH2:14][CH2:13][C:12]2[CH:15]=[CH:16][C:17]([NH:19][C:20]3[N:42]=[C:23]4[C:24]([C:28]5[CH:33]=[C:32]([CH:34]([F:36])[F:35])[CH:31]=[CH:30][C:29]=5[O:37][CH2:38][CH:39]([F:41])[F:40])=[CH:25][CH:26]=[CH:27][N:22]4[N:21]=3)=[CH:18][C:11]=2[CH2:10][CH2:9]1)=O)(C)(C)C.FC(F)(F)C(O)=O>>[F:41][CH:39]([F:40])[CH2:38][O:37][C:29]1[CH:30]=[CH:31][C:32]([CH:34]([F:36])[F:35])=[CH:33][C:28]=1[C:24]1[C:23]2[N:22]([N:21]=[C:20]([NH:19][C:17]3[CH:16]=[CH:15][C:12]4[CH2:13][CH2:14][NH:8][CH2:9][CH2:10][C:11]=4[CH:18]=3)[N:42]=2)[CH:27]=[CH:26][CH:25]=1. Procedure: {8-[2-(2,2-Difluoro-ethoxy)-5-difluoromethyl-phenyl]-[1,2,4]triazolo[1,5-a]pyridin-2-yl}-(2,3,4,5-tetrahydro-1H-3-benzazepin-7yl)-amine was prepared from 7-{8-[2-(2,2-difluoro-ethoxy)-5-difluoromethyl-phenyl]-[1,2,4]triazolo[1,5-a]pyridin-2-ylamino}-1,2,4,5-tetrahydro-3-benzazepine-3-carboxylic acid tert-butyl ester and trifluoroacetic acid (0.5 mL) in a manner analogous to Example 312 to give product (0.111 g). MP=92-93° C. 1H NMR (400 MHz, (D3C)2SO, δ, ppm): 1H NMR (400 MHz, (D3C)2SO, δ, ppm):... Starting materials: CCOC(=O)C(N)CSCc1ccccc1, CCOC(=O)C(CSCc1ccccc1)NS(=O)(=O)c1ccc(C)cc1, CI, CN(C)C=O, [H-], [Na+], Cc1ccc(S([NH-])(=O)=O)cc1. The product is CCOC(=O)C(N)CSCc1ccccc1, C[N-]S(=O)(=O)c1ccc(C)cc1. Reaction SMILES: [CH2:12]([CH3:13])[O:14][C:15]([CH:16]([NH2:17])[CH2:18][S:19][CH2:20][c:21]1[cH:22][cH:23][cH:24][cH:25][cH:26]1)=[O:27].[CH2:28]([O:29][C:30](=[O:31])[CH:32]([NH:33][S:34](=[O:35])(=[O:36])[c:37]1[cH:38][cH:39][c:40]([CH3:41])[cH:42][cH:43]1)[CH2:44][S:45][CH2:46][c:47]1[cH:48][cH:49][cH:50][cH:51][cH:52]1)[CH3:53].[CH3:56][I:57].[CH3:58][N:59]([CH3:60])[CH:61]=[O:62].[H-:54].[Na+:55].[S:1]([NH-:2])([c:3]1[cH:4][cH:5][c:6]([CH3:7])[cH:8][cH:9]1)(=[O:10])=[O:11]>>[CH2:12]([CH3:13])[O:14][C:15]([CH:16]([NH2:17])[CH2:18][S:19][CH2:20][c:21]1[cH:22][cH:23][cH:24][cH:25][cH:26]1)=[O:27].[CH3:32][N-:33][S:34](=[O:35])(=[O:36])[c:37]1[cH:38][cH:39][c:40]([CH3:41])[cH:42][cH:43]1. Starting materials: [Si](C)(C)(C(C)(C)C)OC1=C(C(=CC(=C1)O[Si](C)(C)C(C)(C)C)Cl)O[Si](C)(C)C(C)(C)C (1,2,5-tris-(t-Butyldimethylsilyloxy)-3-chlorobenzene), C1CC(=O)N(C1=O)Br (NBS). Solvent: CN(C)C=O (DMF), O (water). Product: BrC=1C(=CC(=C(C1Cl)O[Si](C)(C)C(C)(C)C)O[Si](C)(C)C(C)(C)C)O[Si](C)(C)C(C)(C)C (5-Bromo-6-chloro-1,2,4-tris-(t-butyldimethylsilyloxy)benzene), 15. The yield is 54.0%. As a reaction SMILES: [Si:1]([O:8][C:9]1[CH:14]=[C:13]([O:15][Si:16]([C:19]([CH3:22])([CH3:21])[CH3:20])([CH3:18])[CH3:17])[CH:12]=[C:11]([Cl:23])[C:10]=1[O:24][Si:25]([C:28]([CH3:31])([CH3:30])[CH3:29])([CH3:27])[CH3:26])([C:4]([CH3:7])([CH3:6])[CH3:5])([CH3:3])[CH3:2].C1C(=O)N([Br:39])C(=O)C1>CN(C=O)C.O>[Br:39][C:12]1[C:13]([O:15][Si:16]([C:19]([CH3:20])([CH3:21])[CH3:22])([CH3:18])[CH3:17])=[CH:14][C:9]([O:8][Si:1]([C:4]([CH3:7])([CH3:5])[CH3:6])([CH3:3])[CH3:2])=[C:10]([O:24][Si:25]([C:28]([CH3:31])([CH3:30])[CH3:29])([CH3:26])[CH3:27])[C:11]=1[Cl:23]. Procedure: A solution of 0.100 g (0.20 mmol) of 14 and 0.0354 g (0.20 mmol) of NBS in 2 mL of DMF under argon was stirred at 50° C. for 2 day. The solution was diluted with 30 mL of water, extracted three times with diethyl ether (30 mL each), and the combined extracts were washed with brine, dried (MgSO4), concentrated, and column chromatographed on silica gel using a mixture of hexane and diethyl ether (100:1) as eluent to give 31.4 mg (27% yield) of 4 and 62.9 mg (54% yield) of 15. Compound 15: 1H NMR (... Reactants: COc1cc2c(cc1C=O)N(C)C(=O)CC2, CC1(C)CCC(N)C(c2ccccc2)N1. Yields the product COc1cc2c(cc1CNC1CCC(C)(C)NC1c1ccccc1)N(C)C(=O)CC2. Reaction SMILES: [CH3:16][O:17][c:18]1[cH:19][c:20]2[c:25]([cH:26][c:27]1[CH:28]=[O:29])[N:24]([CH3:30])[C:23](=[O:31])[CH2:22][CH2:21]2.[CH3:1][C:2]1([CH3:15])[CH2:3][CH2:4][CH:5]([NH2:14])[CH:6]([c:8]2[cH:9][cH:10][cH:11][cH:12][cH:13]2)[NH:7]1>>[CH3:1][C:2]1([CH3:15])[CH2:3][CH2:4][CH:5]([NH:14][CH2:28][c:27]2[c:18]([O:17][CH3:16])[cH:19][c:20]3[c:25]([cH:26]2)[N:24]([CH3:30])[C:23](=[O:31])[CH2:22][CH2:21]3)[CH:6]([c:8]2[cH:9][cH:10][cH:11][cH:12][cH:13]2)[NH:7]1. Reactants: C[Si](C)(C)[N-][Si](C)(C)C.[K+] (potassium bis(trimethylsilyl)amide), ClC=1C=CC(=C(C1)C1(C(NC2=CC(=CC=C12)C(F)(F)F)=O)F)OC (3-(5-chloro-2-methoxy-phenyl)-3-fluoro-6-trifluoromethyl-1,3-dihydro-indol-2-one), ClCSC (chloromethyl methylsulfide). Solvent: C1CCOC1 (THF). Reaction conditions: temperature 0 celsius, time 3 hour. Yields the product ClC=1C=CC(=C(C1)C1(C(N(C2=CC(=CC=C12)C(F)(F)F)CSC)=O)F)OC (3-(5-Chloro-2-methoxy-phenyl)-3-fluoro-1-methylsulfanylmethyl-6-trifluoromethyl-1,3-dihydro-indol-2-one). Reaction SMILES: [Cl:1][C:2]1[CH:3]=[CH:4][C:5]([O:23][CH3:24])=[C:6]([C:8]2([F:22])[C:16]3[C:11](=[CH:12][C:13]([C:17]([F:20])([F:19])[F:18])=[CH:14][CH:15]=3)[NH:10][C:9]2=[O:21])[CH:7]=1.C[Si]([N-][Si](C)(C)C)(C)C.[K+].Cl[CH2:36][S:37][CH3:38]>C1COCC1>[Cl:1][C:2]1[CH:3]=[CH:4][C:5]([O:23][CH3:24])=[C:6]([C:8]2([F:22])[C:16]3[C:11](=[CH:12][C:13]([C:17]([F:20])([F:19])[F:18])=[CH:14][CH:15]=3)[N:10]([CH2:36][S:37][CH3:38])[C:9]2=[O:21])[CH:7]=1 |f:1.2|. Reported procedure: To a 1 L, 3-necked round bottom flask equipped with an addition funnel was added 3-(5-chloro-2-methoxy-phenyl)-3-fluoro-6-trifluoromethyl-1,3-dihydro-indol-2-one (25 g, 69.8 mmol) and anhydrous THF (150 mL). The solution was cooled to 0° C. and potassium bis(trimethylsilyl)amide (0.5M in toluene, 153.6 mL, 76.8 mmol) was added over 25 minutes in order to keep the reaction temperature between 0° C. and 5° C. The reaction mixture immediately turned dark orange. The solution was allowed to warm to ...